From a dataset of the Open Reaction Database (ORD), a public repository of structured organic reaction records. describe an organic reaction: reactants, conditions, products, and yield Reactants: CCCN(C(C)=O)C1CCNC1, CCn1cc(C(=O)O)c(=O)c2cc(F)c(Cl)nc21. The product is CCCN(C(C)=O)C1CCN(c2nc3c(cc2F)c(=O)c(C(=O)O)cn3CC)C1. Reaction SMILES: [C:1]([CH3:2])(=[O:3])[N:4]([CH:5]1[CH2:6][NH:7][CH2:8][CH2:9]1)[CH2:10][CH2:11][CH3:12].[Cl:13][c:14]1[c:15]([F:30])[cH:16][c:17]2[c:18](=[O:29])[c:19]([C:26](=[O:27])[OH:28])[cH:20][n:21]([CH2:24][CH3:25])[c:22]2[n:23]1>>[C:1]([CH3:2])(=[O:3])[N:4]([CH:5]1[CH2:6][N:7]([c:14]2[c:15]([F:30])[cH:16][c:17]3[c:18](=[O:29])[c:19]([C:26](=[O:27])[OH:28])[cH:20][n:21]([CH2:24][CH3:25])[c:22]3[n:23]2)[CH2:8][CH2:9]1)[CH2:10][CH2:11][CH3:12]. Reported procedure: A 170 mg portion of (4aR)-(10bR)-10b-methyl-8-(2-benzothiazolylthio)-1,2,3,4,4a,5,6,10b-octahydrobenzo[f]-quinolin-3-one was alkylated with methyl iodide substantially according to the process of Example 95 to obtain 84 mg of the desired product. mp 188°-189° FDMS: m/e=394. As a reaction SMILES: [CH3:1][C@@:2]12[C:11]3[CH:12]=[CH:13][C:14]([S:16][C:17]4[S:18][C:19]5[CH:25]=[CH:24][CH:23]=[CH:22][C:20]=5[N:21]=4)=[CH:15][C:10]=3[CH2:9][CH2:8][C@H:7]1[NH:6][C:5](=[O:26])[CH2:4][CH2:3]2.[CH3:27]I>>[CH3:27][N:6]1[C@H:7]2[C@@:2]([CH3:1])([C:11]3[CH:12]=[CH:13][C:14]([S:16][C:17]4[S:18][C:19]5[CH:25]=[CH:24][CH:23]=[CH:22][C:20]=5[N:21]=4)=[CH:15][C:10]=3[CH2:9][CH2:8]2)[CH2:3][CH2:4][C:5]1=[O:26]. The product is CN1C(CC[C@@]2(C3=C(CC[C@@H]12)C=C(C=C3)SC=3SC1=C(N3)C=CC=C1)C)=O ((4aR)-(10bR)-4,10b-dimethyl-8-(2-benzothiazolylthio)-1,2,3,4,4a,5,6,10b-octahydrobenzo[f]quinolin-3-one). Reactants: C[C@@]12CCC(N[C@@H]2CCC2=C1C=CC(=C2)SC=2SC1=C(N2)C=CC=C1)=O ((4aR)-(10bR)-10b-methyl-8-(2-benzothiazolylthio)-1,2,3,4,4a,5,6,10b-octahydrobenzo[f]-quinolin-3-one), CI (methyl iodide).